From a dataset of the Open Reaction Database (ORD), a public repository of structured organic reaction records. describe an organic reaction: reactants, conditions, products, and yield The reactants are Brc1nccs1, O=C([O-])[O-], CS(C)=O, CCOC(C)=O, CC(C)Oc1ccc(O)cc1, [K+], [K+]. The product is CC(C)Oc1ccc(Oc2nccs2)cc1. Reaction SMILES: [Br:12][c:13]1[s:14][cH:15][cH:16][n:17]1.[C:18](=[O:19])([O-:20])[O-:21].[CH3:24][S:25]([CH3:26])=[O:27].[CH3:28][CH2:29][O:30][C:31](=[O:32])[CH3:33].[CH:1]([CH3:2])([CH3:3])[O:4][c:5]1[cH:6][cH:7][c:8]([OH:11])[cH:9][cH:10]1.[K+:22].[K+:23]>>[CH:1]([CH3:2])([CH3:3])[O:4][c:5]1[cH:6][cH:7][c:8]([O:11][c:13]2[s:14][cH:15][cH:16][n:17]2)[cH:9][cH:10]1.